Dataset: the Open Reaction Database (ORD), a public repository of structured organic reaction records. Task: describe an organic reaction: reactants, conditions, products, and yield As a reaction SMILES: [Br:1][C:2]1[CH:3]=[C:4]([SH:8])[CH:5]=[CH:6][CH:7]=1.C(=O)([O-])[O-].[K+].[K+].Br[CH:16]([CH3:20])[C:17]([NH2:19])=[O:18].O>CN(C=O)C>[Br:1][C:2]1[CH:3]=[C:4]([S:8][CH:16]([CH3:20])[C:17]([NH2:19])=[O:18])[CH:5]=[CH:6][CH:7]=1 |f:1.2.3|. Reactants: O (water), BrC=1C=C(C=CC1)S (3-bromobenzenethiol), C([O-])([O-])=O.[K+].[K+] (potassium carbonate), BrC(C(=O)N)C (2-bromopropionamide). Reported procedure: To a mixture of 5.0 g 3-bromobenzenethiol and 5.96 g potassium carbonate in 50 ml DMF were added 3.86 g 2-bromopropionamide at RT. The mixture was warmed up and stirred at 70° C. for 3.5 hrs. After cooling, 200 ml water were added and the mixture extracted 3 times with dichloromethane. Drying and evaporation of the organic phases yielded 6.5 g of the title product which was used without further purification. Yields the product BrC=1C=C(C=CC1)SC(C(=O)N)C ((3-Bromo-phenylsulfanyl)-propionamide). Isolated yield 98.4%. Run in CN(C)C=O (DMF). Run at temperature 70 celsius, time 3.5 hour.